Dataset: the Open Reaction Database (ORD), a public repository of structured organic reaction records. Task: describe an organic reaction: reactants, conditions, products, and yield Solvent: ClCCl (dichloromethane). Yields the product C(C1=CC=CC=C1)NC([C@@H](NC(=O)OCC1=CC=CC=C1)C(C)C)=O (benzyloxycarbonyl-L-valine benzylamide). Yield: 91.0%. Starting materials: C(C1=CC=CC=C1)N (benzylamine), ClC1=C(C(=C(C(=C1OC([C@@H](NC(=O)OCC1=CC=CC=C1)C(C)C)=O)Cl)Cl)Cl)Cl (benzyloxy carbonyl-L-valine pentachlorophenyl ester), [Na] (sodium), SC1=NC=CC=C1 (2-mercaptopyridine). Procedure: 1.1 ml. of benzylamine is dissolved in 200 ml. of dichloromethane, and 0.13 g. of the sodium salt of 2-mercaptopyridine is suspended therein. Then, 5.0 g. of benzyloxy carbonyl-L-valine pentachlorophenyl ester is added thereto. As determined by thin layer chromatography, the period required to consume one-half of the reactants is about 10 minutes. After three hours, treatment is effected in the same manner as in the previous example, and the dichloromethane layer is concentrated, whereby 3.1 g. ... As a reaction SMILES: [CH2:1]([NH2:8])[C:2]1[CH:7]=[CH:6][CH:5]=[CH:4][CH:3]=1.[Na].SC1C=CC=CN=1.ClC1C([O:24][C:25](=O)[C@H:26]([CH:38]([CH3:40])[CH3:39])[NH:27][C:28]([O:30][CH2:31][C:32]2[CH:37]=[CH:36][CH:35]=[CH:34][CH:33]=2)=[O:29])=C(Cl)C(Cl)=C(Cl)C=1Cl>ClCCl>[CH2:1]([NH:8][C:25](=[O:24])[C@H:26]([CH:38]([CH3:39])[CH3:40])[NH:27][C:28]([O:30][CH2:31][C:32]1[CH:37]=[CH:36][CH:35]=[CH:34][CH:33]=1)=[O:29])[C:2]1[CH:7]=[CH:6][CH:5]=[CH:4][CH:3]=1 |^1:8|. Conditions: time 10 minute.